describe an organic reaction: reactants, conditions, products, and yield From a dataset of the Open Reaction Database (ORD), a public repository of structured organic reaction records. The reactants are [H-].[Al+3].[Li+].[H-].[H-].[H-] (lithium aluminum hydride), O (water), CN1C(C(OCC1)CC12C3=CC=CC=C3C(C=3C=CC=CC13)C2)=O (9-(4-methyl-3-oxo-2-morpholinylmethyl)-9,10-dihydro-9,10-methanoanthracene), [H-].[Al+3].[Li+].[H-].[H-].[H-] (lithium aluminum hydride). As a reaction SMILES: [CH3:1][N:2]1[CH2:7][CH2:6][O:5][CH:4]([CH2:8][C:9]23[CH2:23][CH:16]([C:17]4[CH:18]=[CH:19][CH:20]=[CH:21][C:22]=42)[C:15]2[C:10]3=[CH:11][CH:12]=[CH:13][CH:14]=2)[C:3]1=O.[H-].[Al+3].[Li+].[H-].[H-].[H-].O>O1CCOCC1.C(OCC)(=O)C>[CH3:1][N:2]1[CH2:7][CH2:6][O:5][CH:4]([CH2:8][C:9]23[CH2:23][CH:16]([C:15]4[CH:14]=[CH:13][CH:12]=[CH:11][C:10]=42)[C:17]2[C:22]3=[CH:21][CH:20]=[CH:19][CH:18]=2)[CH2:3]1 |f:1.2.3.4.5.6|. The solvent is O1CCOCC1 (dioxane), C(C)(=O)OCC (ethyl acetate). Reaction conditions: time 6 hour. Procedure details: A mixture of 9-(4-methyl-3-oxo-2-morpholinylmethyl)-9,10-dihydro-9,10-methanoanthracene (170 ml) and lithium aluminum hydride (100 mg) in dioxane was stirred at 60° - 70° C. for 6 hours. Excess lithium aluminum hydride was decomposed by addition of water. The reaction mixture was diluted with ethyl acetate, dried over anhydrous sodium sulfate and evaporated to dryness to give 9-(4-methyl-2-morpholinylmethyl)-9,10-dihydro-9,10-methanoanthracene, M.P. 136° - 137° C. Yields the product CN1CC(OCC1)CC12C3=CC=CC=C3C(C=3C=CC=CC13)C2 (9-(4-methyl-2-morpholinylmethyl)-9,10-dihydro-9,10-methanoanthracene). Reactants: CC=1C(=NOC1C)N(S(=O)(=O)C=1C(=CC=CC1)C1=C(C=C(C=C1)C=1OC=CN1)CO)COCCOC (N-(4,5-Dimethyl-3-isoxazolyl)-2'-(hydroxymethyl)-N-[(2-methoxyethoxy)methyl]-4'-(2-oxazolyl)[1,1'-biphenyl]-2-sulfonamide), C1(=CC=CC=C1)P(C1=CC=CC=C1)C1=CC=CC=C1 (triphenylphosphine), C(Br)(Br)(Br)Br (carbon tetrabromide). The solvent is CN(C)C=O (DMF), O (water). Conditions: time 5 hour. Product: BrCC1=C(C=CC(=C1)C=1OC=CN1)C=1C(=CC=CC1)S(=O)(=O)N(COCCOC)C1=NOC(=C1C)C (2'-(Bromomethyl)-N-(4,5-dimethyl-3-isoxazolyl)-N-[(2-methoxyethoxy)methyl]-4'-(2-oxazolyl)[1,1'-biphenyl]-2-sulfonamide). Yield: 68.6%. As a reaction SMILES: [CH3:1][C:2]1[C:3]([N:8]([CH2:31][O:32][CH2:33][CH2:34][O:35][CH3:36])[S:9]([C:12]2[C:13]([C:18]3[CH:23]=[CH:22][C:21]([C:24]4[O:25][CH:26]=[CH:27][N:28]=4)=[CH:20][C:19]=3[CH2:29]O)=[CH:14][CH:15]=[CH:16][CH:17]=2)(=[O:11])=[O:10])=[N:4][O:5][C:6]=1[CH3:7].C1(P(C2C=CC=CC=2)C2C=CC=CC=2)C=CC=CC=1.C(Br)(Br)(Br)[Br:57]>CN(C=O)C.O>[Br:57][CH2:29][C:19]1[CH:20]=[C:21]([C:24]2[O:25][CH:26]=[CH:27][N:28]=2)[CH:22]=[CH:23][C:18]=1[C:13]1[C:12]([S:9]([N:8]([C:3]2[C:2]([CH3:1])=[C:6]([CH3:7])[O:5][N:4]=2)[CH2:31][O:32][CH2:33][CH2:34][O:35][CH3:36])(=[O:11])=[O:10])=[CH:17][CH:16]=[CH:15][CH:14]=1. Procedure: To a solution of the title compound of step E (0.37 g, 072 mmol) in 5 mL of DMF at 5° C., triphenylphosphine (0.283 g, 1.08 mmol) and carbon tetrabromide (0.358 g, 1.08 mmol) were added and the mixture stirred for 5 hours. The solution was then diluted with 100 mL of water and the aqueous solution was extracted with 3×100 mL of EtOAc. The combined organic extracts were then washed once with water and dried and evaporated. The residue thus obtained was chromatographed on 20 g of silica gel using ...